Dataset: the Open Reaction Database (ORD), a public repository of structured organic reaction records. Task: describe an organic reaction: reactants, conditions, products, and yield The reactants are Cc1cc(C(=O)c2c(N(C)C)sc3cc(OCc4ccccc4)ccc23)ccc1CN1CCCC1, Cc1cc(Br)ccc1OCCN1CCCC1. The product is Cc1cc(C(=O)c2c(-c3ccc(OCCN4CCCC4)c(C)c3)sc3cc(OCc4ccccc4)ccc23)ccc1CN1CCCC1. RXN SMILES: [CH3:1][c:2]1[cH:3][c:4]([C:14](=[O:15])[c:16]2[c:17]3[c:18]([s:19][c:20]2[N:21]([CH3:22])[CH3:23])[cH:24][c:25]([O:28][CH2:29][c:30]2[cH:31][cH:32][cH:33][cH:34][cH:35]2)[cH:26][cH:27]3)[cH:5][cH:6][c:7]1[CH2:8][N:9]1[CH2:10][CH2:11][CH2:12][CH2:13]1.[N:36]1([CH2:41][CH2:42][O:43][c:44]2[c:45]([CH3:51])[cH:46][c:47]([Br:50])[cH:48][cH:49]2)[CH2:37][CH2:38][CH2:39][CH2:40]1>>[CH3:1][c:2]1[cH:3][c:4]([C:14](=[O:15])[c:16]2[c:17]3[c:18]([s:19][c:20]2-[c:47]2[cH:46][c:45]([CH3:51])[c:44]([O:43][CH2:42][CH2:41][N:36]4[CH2:37][CH2:38][CH2:39][CH2:40]4)[cH:49][cH:48]2)[cH:24][c:25]([O:28][CH2:29][c:30]2[cH:31][cH:32][cH:33][cH:34][cH:35]2)[cH:26][cH:27]3)[cH:5][cH:6][c:7]1[CH2:8][N:9]1[CH2:10][CH2:11][CH2:12][CH2:13]1. Starting materials: BrC=1C=C(C(=O)OC)C=C(C1)S(=O)(=O)C (methyl 3-bromo-5-(methylsulfonyl)benzoate), C(=C)OCCCC (1-(vinyloxy)butane), C1=CC=C(C=C1)P(CCCP(C2=CC=CC=C2)C3=CC=CC=C3)C4=CC=CC=C4 (DPPP), C([O-])([O-])=O.[K+].[K+] (potassium carbonate), Cl (HCl). The reagents and catalysts are C(C)(=O)[O-].[Pd+2].C(C)(=O)[O-] (palladium acetate). Run in CN(C)C=O (DMF), O (H2O). Run at temperature 122 celsius. The product is CC1=C(C(=O)O)C=C(C=C1C(C)=O)S(=O)(=O)C (methyl 3-acetyl-5-(methylsulfonyl)benzoic acid). Yield: 416.2%. As a reaction SMILES: Br[C:2]1[CH:3]=[C:4]([CH:9]=[C:10]([S:12]([CH3:15])(=[O:14])=[O:13])[CH:11]=1)[C:5]([O:7]C)=[O:6].[CH:16]([O:18]CCCC)=[CH2:17].[CH:23]1C=CC(P(C2C=CC=CC=2)CCCP(C2C=CC=CC=2)C2C=CC=CC=2)=CC=1.C(=O)([O-])[O-].[K+].[K+].Cl>CN(C=O)C.O.C([O-])(=O)C.[Pd+2].C([O-])(=O)C>[CH3:23][C:3]1[C:2]([C:16](=[O:18])[CH3:17])=[CH:11][C:10]([S:12]([CH3:15])(=[O:14])=[O:13])=[CH:9][C:4]=1[C:5]([OH:7])=[O:6] |f:3.4.5,9.10.11|. Procedure: A mixture of methyl 3-bromo-5-(methylsulfonyl)benzoate (66 mg, 0.226 mmol), 1-(vinyloxy)butane (45.3 mg, 0.06 mL, 0.452 mmol), palladium acetate (1.5 mg, 0.0068 mmol), DPPP (6.1 mg, 0.015 mmol) and potassium carbonate (37.5 mg, 0.27 mmol) in DMF (0.6 mL) and H2O (0.07 mL) in a Smith process vial was heated at 122° C. in microwave for 3 h. The reaction mixture was cooled down to room temperature and hydrolyzed by addition of 5% HCl (1 mL) slowly. The reaction mixture was worked up by extraction w... The reactants are ice water, C1(=CC=C(C=C1)OCCCOC1=CC=C(CO)C=C1)C (4-[3-(4-tolyloxy)propyloxy]benzyl alcohol), S(=O)(Cl)Cl (thionyl chloride), resultant solution. Solvent: C(Cl)(Cl)Cl (chloroform). The product is C1(=CC=C(C=C1)OCCCOC1=CC=C(CCl)C=C1)C (4-[3-(4-tolyloxy)propyloxy]benzyl chloride). Isolated yield 106.6%. Reaction SMILES: [C:1]1([CH3:20])[CH:6]=[CH:5][C:4]([O:7][CH2:8][CH2:9][CH2:10][O:11][C:12]2[CH:19]=[CH:18][C:15]([CH2:16]O)=[CH:14][CH:13]=2)=[CH:3][CH:2]=1.S(Cl)([Cl:23])=O>C(Cl)(Cl)Cl>[C:1]1([CH3:20])[CH:6]=[CH:5][C:4]([O:7][CH2:8][CH2:9][CH2:10][O:11][C:12]2[CH:19]=[CH:18][C:15]([CH2:16][Cl:23])=[CH:14][CH:13]=2)=[CH:3][CH:2]=1. Reported procedure: 1.67 g of 4-[3-(4-tolyloxy)propyloxy]benzyl alcohol were dissolved in 30 ml of chloroform, and the resultant solution was then stirred for 1 hour at room temperature after conducting the dropping of 0.88 g of thionyl chloride into the solution. The solution reacted was then poured into ice-water and extracted with chloroform, and the organic layer resulted was dried with anhydrous magnesium sulfate, and the solvent used was removed by distillation under reduced pressure thereby affording 1.9 g o... Starting materials: C(=O)([O-])[O-].[Na+].[Na+] (Na2CO3), BrC1=COC=C1 (3-bromo-furan), OC(C[C@@]1(CCN(C(O1)=O)[C@@H](C)C1=CC=C(C=C1)B1OC(C(O1)(C)C)(C)C)C1=CC=CC=C1)(C)C ((S)-6-(2-hydroxy-2-methylpropyl)-6-phenyl-3-[(S)-1-(4-(4,4,5,5-tetramethyl-1,3,2-dioxaborolan-2-yl)phenyl)ethyl]-1,3-oxazinan-2-one). Run in CN(C=O)C (dimethylformamide). Run at temperature 90 celsius, time 2 hour. Product: O1C=C(C=C1)C1=CC=C(C=C1)[C@H](C)N1C(O[C@](CC1)(C1=CC=CC=C1)CC(C)(C)O)=O (3-[(S)-1-(4-Furan-3-yl-phenyl)-ethyl]-(S)-6-(2-hydroxy-2-methyl-propyl)-6-phenyl-[1,3]oxazinan-2-one). RXN SMILES: C([O-])([O-])=O.[Na+].[Na+].Br[C:8]1[CH:12]=[CH:11][O:10][CH:9]=1.[OH:13][C:14]([CH3:47])([CH3:46])[CH2:15][C@@:16]1([C:40]2[CH:45]=[CH:44][CH:43]=[CH:42][CH:41]=2)[O:21][C:20](=[O:22])[N:19]([C@H:23]([C:25]2[CH:30]=[CH:29][C:28](B3OC(C)(C)C(C)(C)O3)=[CH:27][CH:26]=2)[CH3:24])[CH2:18][CH2:17]1>CN(C)C=O>[O:10]1[CH:11]=[CH:12][C:8]([C:28]2[CH:27]=[CH:26][C:25]([C@@H:23]([N:19]3[CH2:18][CH2:17][C@:16]([CH2:15][C:14]([OH:13])([CH3:46])[CH3:47])([C:40]4[CH:45]=[CH:44][CH:43]=[CH:42][CH:41]=4)[O:21][C:20]3=[O:22])[CH3:24])=[CH:30][CH:29]=2)=[CH:9]1 |f:0.1.2|. Procedure: 2 M aqueous Na2CO3 solution (0.70 mL) was added to a solution of 3-bromo-furan (75 μL) and (S)-6-(2-hydroxy-2-methylpropyl)-6-phenyl-3-[(S)-1-(4-(4,4,5,5-tetramethyl-1,3,2-dioxaborolan-2-yl)phenyl)ethyl]-1,3-oxazinan-2-one (0.33 g) in dimethylformamide (3 mL). The resulting mixture was sparged with argon for 10 min, before [1,1′-bis(diphenylphosphino)ferrocene]dichloro-palladium(II) dichloromethane complex (16 mg) was added. The mixture was heated to 90° C. and stirred at this temperature for 2 ...